Dataset: the Open Reaction Database (ORD), a public repository of structured organic reaction records. Task: describe an organic reaction: reactants, conditions, products, and yield The reactants are ClC(Cl)Cl, O=C1CCCc2cc(F)ccc21, [N-]=[N+]=[N-], [Na+], O, O=S(=O)(O)O. Product: O=C1CCCc2cc(F)ccc2N1. Reaction SMILES: [CH:23]([Cl:24])([Cl:25])[Cl:26].[F:11][c:12]1[cH:13][c:14]2[c:19]([cH:20][cH:21]1)[C:18](=[O:22])[CH2:17][CH2:16][CH2:15]2.[N-:2]=[N+:3]=[N-:4].[Na+:1].[OH2:5].[S:6](=[O:7])(=[O:8])([OH:9])[OH:10]>>[NH:2]1[C:18](=[O:22])[CH2:17][CH2:16][CH2:15][c:14]2[cH:13][c:12]([F:11])[cH:21][cH:20][c:19]21. Procedure details: To a solution of 2-tridecyn-1-ol (2 g, 10 mmol) in Et2O (50 mL) was added LiAlH4 (1 g, 26 mmol, 2.6 equiv). The resulting mixture was refluxed for 12 hours and allowed to cool to 25° C. A saturated solution of sodium-potassium tartrate was then added and the resulting mixture was stirred for an additional 3 hours. The organic layer was separated, dried (MgSO2) and concentrated by rotary evaporation to yield trans-2-tridecen-1-ol (50) as a colorless oil: 1H NMR (CDCl3) δ 5.62 (dt, J1 =15.3 Hz, J2... Run at temperature 25 celsius, time 3 hour. The product is C(\C=C\CCCCCCCCCC)O (trans-2-tridecen-1-ol). The reactants are C(C#CCCCCCCCCCC)O (2-tridecyn-1-ol), [H-].[H-].[H-].[H-].[Li+].[Al+3] (LiAlH4), C(=O)([O-])C(O)C(O)C(=O)[O-].[K+].[Na+] (sodium-potassium tartrate). As a reaction SMILES: [CH2:1]([OH:14])[C:2]#[C:3][CH2:4][CH2:5][CH2:6][CH2:7][CH2:8][CH2:9][CH2:10][CH2:11][CH2:12][CH3:13].[H-].[H-].[H-].[H-].[Li+].[Al+3].C(C(C(C([O-])=O)O)O)([O-])=O.[K+].[Na+]>CCOCC>[CH2:1]([OH:14])/[CH:2]=[CH:3]/[CH2:4][CH2:5][CH2:6][CH2:7][CH2:8][CH2:9][CH2:10][CH2:11][CH2:12][CH3:13] |f:1.2.3.4.5.6,7.8.9|. Run in CCOCC (Et2O). Reactants: ClC1=C(C=C(CN2CCC(CC2)N)C=C1)OCC (1-(4-chloro-3-ethoxy-benzyl)piperidin-4-ylamine), ClC1=CC=C(C(=O)Cl)C=C1 (4-chlorobenzoyl chloride). Product: ClC1=C(C=C(CN2CCC(CC2)NC(C2=CC=C(C=C2)Cl)=O)C=C1)OCC (N-[1-(4-Chloro-3-ethoxy-benzyl)piperidin-4-yl]-4-chloro-benzamide). The yield is 66.0%. As a reaction SMILES: [Cl:1][C:2]1[CH:15]=[CH:14][C:5]([CH2:6][N:7]2[CH2:12][CH2:11][CH:10]([NH2:13])[CH2:9][CH2:8]2)=[CH:4][C:3]=1[O:16][CH2:17][CH3:18].[Cl:19][C:20]1[CH:28]=[CH:27][C:23]([C:24](Cl)=[O:25])=[CH:22][CH:21]=1>>[Cl:1][C:2]1[CH:15]=[CH:14][C:5]([CH2:6][N:7]2[CH2:12][CH2:11][CH:10]([NH:13][C:24](=[O:25])[C:23]3[CH:27]=[CH:28][C:20]([Cl:19])=[CH:21][CH:22]=3)[CH2:9][CH2:8]2)=[CH:4][C:3]=1[O:16][CH2:17][CH3:18]. Reported procedure: The title compound (27 mg, 66%) was prepared analogously to example 7 by coupling of 1-(4-chloro-3-ethoxy-benzyl)piperidin-4-ylamine with 4-chlorobenzoyl chloride. MS: 407.4 (MH+). Reactants: Cn1ncc(C(=O)N2CCC2)c1C(=O)Nc1cc2nc(-c3ccccc3)cn2cc1C#N, C1CNCCN1. Product: Cn1ncc(C(=O)N2CCNCC2)c1C(=O)Nc1cc2nc(-c3ccccc3)cn2cc1C#N. Reaction SMILES: [C:1](#[N:2])[c:3]1[c:4]([NH:18][C:19](=[O:20])[c:21]2[n:22]([CH3:32])[n:23][cH:24][c:25]2[C:26](=[O:27])[N:28]2[CH2:29][CH2:30][CH2:31]2)[cH:5][c:6]2[n:7]([cH:8]1)[cH:9][c:10](-[c:12]1[cH:13][cH:14][cH:15][cH:16][cH:17]1)[n:11]2.[CH2:33]1[CH2:34][NH:35][CH2:38][CH2:37][NH:36]1>>[C:1](#[N:2])[c:3]1[c:4]([NH:18][C:19](=[O:20])[c:21]2[n:22]([CH3:32])[n:23][cH:24][c:25]2[C:26](=[O:27])[N:28]2[CH2:29][CH2:30][NH:35][CH2:34][CH2:31]2)[cH:5][c:6]2[n:7]([cH:8]1)[cH:9][c:10](-[c:12]1[cH:13][cH:14][cH:15][cH:16][cH:17]1)[n:11]2. Reactants: ClC1=C(C=C2C(=N1)CCCCC2)C#N (2-Chloro-3-cyano-6,7,8,9-tetrahydro-5H-cyclohepta[b]pyridine), [N+](=[N-])=C (diazomethane), carboxylic acid, carboxylic acid, C([O-])(O)=O.[Na+] (sodium bicarbonate), Cl (hydrochloric acid), Cl (hydrochloric acid), [N+](=[N-])=C (diazomethane). Solvent: CCOCC (ether), C(Cl)(Cl)Cl (chloroform), C(=O)O (Formic acid), [OH-].[Na+] (sodium hydroxide). Yields the product ClC1=C(C=C2C(=N1)CCCCC2)C(=O)OC (Methyl 2-chloro-6,7,8,9-tetrahydro-5H-cyclohepta[b]pyridine-3-carboxylate). Yield: 86.3%. As a reaction SMILES: [Cl:1][C:2]1[N:7]=[C:6]2[CH2:8][CH2:9][CH2:10][CH2:11][CH2:12][C:5]2=[CH:4][C:3]=1C#N.Cl.[N+](=[CH2:18])=[N-].[C:19](=[O:22])(O)[O-:20].[Na+]>[OH-].[Na+].C(Cl)(Cl)Cl.C(O)=O.CCOCC>[Cl:1][C:2]1[N:7]=[C:6]2[CH2:8][CH2:9][CH2:10][CH2:11][CH2:12][C:5]2=[CH:4][C:3]=1[C:19]([O:20][CH3:18])=[O:22] |f:3.4,5.6|. Reported procedure: 2-Chloro-3-cyano-6,7,8,9-tetrahydro-5H-cyclohepta[b]pyridine (1.50 g, 7.26 mmol) was suspended in 5% sodium hydroxide aqueous solution (25.0 ml) and heated under reflux for 3.5 hours. The reaction solution was adjusted to pH 3 to 4 with concentrated hydrochloric acid and 5% hydrochloric acid at 0° C. and extracted with chloroform, and the thus obtained organic layer was washed with water and saturated brine in that order and dried over anhydrous sodium sulfate. The solvent was evaporated under r... Starting materials: CCOC(=O)Cc1ccc(Cl)c(Oc2ccc([N+](=O)[O-])cc2CBr)c1, CC(C)S. The product is CCOC(=O)Cc1ccc(Cl)c(Oc2ccc([N+](=O)[O-])cc2CSC(C)C)c1. RXN SMILES: [CH2:1]([CH3:2])[O:3][C:4]([CH2:5][c:6]1[cH:7][c:8]([O:13][c:14]2[c:15]([CH2:23][Br:24])[cH:16][c:17]([N+:20](=[O:21])[O-:22])[cH:18][cH:19]2)[c:9]([Cl:12])[cH:10][cH:11]1)=[O:25].[CH3:26][CH:27]([CH3:28])[SH:29]>>[CH2:1]([CH3:2])[O:3][C:4]([CH2:5][c:6]1[cH:7][c:8]([O:13][c:14]2[c:15]([CH2:23][S:29][CH:27]([CH3:26])[CH3:28])[cH:16][c:17]([N+:20](=[O:21])[O-:22])[cH:18][cH:19]2)[c:9]([Cl:12])[cH:10][cH:11]1)=[O:25]. The reactants are O[C@@H]1C[C@@H](CC[C@H]1C)NC1=NC(=NC=C1C#N)SC (4-((1R,3R,4R)-3-Hydroxy-4-methylcyclohexylamino)-2-(methylthio)pyrimidine-5-carbonitrile), ice water, [OH-].[Na+] (sodium hydroxide), OO (hydrogen peroxide). The solvent is CS(=O)C (DMSO). Conditions: temperature 50 celsius, time 2 hour. Product: O[C@@H]1C[C@@H](CC[C@H]1C)NC1=NC(=NC=C1C(=O)N)SC (4-((1R,3R,4R)-3-hydroxy-4-methylcyclohexylamino)-2-(methylthio)pyrimidine-5-carboxamide). The yield is 72.9%. As a reaction SMILES: [OH:1][C@H:2]1[C@H:7]([CH3:8])[CH2:6][CH2:5][C@@H:4]([NH:9][C:10]2[C:15]([C:16]#[N:17])=[CH:14][N:13]=[C:12]([S:18][CH3:19])[N:11]=2)[CH2:3]1.[OH-:20].[Na+].OO>CS(C)=O>[OH:1][C@H:2]1[C@H:7]([CH3:8])[CH2:6][CH2:5][C@@H:4]([NH:9][C:10]2[C:15]([C:16]([NH2:17])=[O:20])=[CH:14][N:13]=[C:12]([S:18][CH3:19])[N:11]=2)[CH2:3]1 |f:1.2|. Reported procedure: 4-((1R,3R,4R)-3-Hydroxy-4-methylcyclohexylamino)-2-(methylthio)pyrimidine-5-carbonitrile (0.335 g, 1.203 mmol; synthesis described herein) was dissolved in DMSO (3 mL). Then aqueous sodium hydroxide solution (1.003 mL, 6 M, 6.02 mmol) and aqueous hydrogen peroxide solution (0.682 mL, 6.02 mmol, 30%) were added at room temperature. Then the reaction mixture was stirred at 50° C. for 2 h. The reaction was cooled to room temperature and it was poured into 100 mL of ice water. The white precipitate ... Starting materials: CC(C)(C)[Si](C)(C)Oc1ccc(CN(c2ccncc2)c2ccc(C#N)cc2)cc1, CCCC[N+](CCCC)(CCCC)CCCC, [F-], C1CCOC1, O. Yields the product N#Cc1ccc(N(Cc2ccc(O)cc2)c2ccncc2)cc1. RXN SMILES: [C:1]([Si:2]([CH3:3])([CH3:4])[O:6][c:7]1[cH:8][cH:9][c:10]([CH2:11][N:12]([c:13]2[cH:14][cH:15][n:16][cH:17][cH:18]2)[c:19]2[cH:20][cH:21][c:22]([C:23]#[N:24])[cH:25][cH:26]2)[cH:27][cH:28]1)([CH3:5])([CH3:29])[CH3:30].[CH2:32]([N+:33]([CH2:34][CH2:35][CH2:36][CH3:37])([CH2:38][CH2:39][CH2:40][CH3:41])[CH2:42][CH2:43][CH2:44][CH3:45])[CH2:46][CH2:47][CH3:48].[F-:31].[O:50]1[CH2:51][CH2:52][CH2:53][CH2:54]1.[OH2:49]>>[OH:6][c:7]1[cH:8][cH:9][c:10]([CH2:11][N:12]([c:13]2[cH:14][cH:15][n:16][cH:17][cH:18]2)[c:19]2[cH:20][cH:21][c:22]([C:23]#[N:24])[cH:25][cH:26]2)[cH:27][cH:28]1. The reactants are [OH-].[Na+] (sodium hydroxide), C(C)(C)(C)OO (tert-butyl hydroperoxide), [F-].[Na+] (sodium fluoride), C(C)OCC (diethyl ether), CSC (dimethyl sulfide), C(C(O)C(O)C(=O)O)(=O)O (tartaric acid), C(C)OCC (diethyl ether). Run at temperature -20 celsius, time 18 hour. Yields the product O1[C@@H](CO)[C@@H]1CCC1=CC=CC=C1 ((2S,3S)-2,3-epoxy-5-phenyl-1-pentanol). As a reaction SMILES: [C:1](OO)([CH3:4])([CH3:3])[CH3:2].CSC.[C:10](O)(=O)[CH:11]([CH:13](C(O)=O)O)O.[F-].[Na+].[OH-:22].[Na+].[CH2:24]([O:26][CH2:27][CH3:28])[CH3:25]>>[O:26]1[C@@H:27]([CH2:28][CH2:2][C:1]2[CH:4]=[CH:13][CH:11]=[CH:10][CH:3]=2)[C@@H:24]1[CH2:25][OH:22] |f:3.4,5.6|. Procedure: To a mixture of powder Molecular Sieves 4A (8.2 g), titanium tetraisopropoxide (5.1 ml) and methylene chloride (125 ml) was added dropwise diisopropyl L-(+)-tartrate (4.4 ml) under an argon stream at −20° C., followed by stirring under the same conditions for 30 minutes. Then, a methylene chloride solution (41 ml) of the compound obtained in the above (2) (13.9 g) was added and stirred at −20° C. for an hour. The mixture was cooled to −30° C., and tert-butyl hydroperoxide (3.2 M, methylene chlor... The reactants are C=1C=C2C=CC=C3C2=C(C1)C(=O)OC3=O (1,8-naphthalic anhydride), [Cl-] (chloride), N1(C=NC=C1)CCCCN (1H-imidazole-1- butanamine). Solvent: methyline. Conditions: time 20 hour. Product: N1(C=NC=C1)CCCCN1C(C2=CC=CC=3C2=C(C1=O)C=CC3)=O (2-[4-(1H-Imidazol-1-yl)butyl]-1H-benz-[de]isoquinoline-1,3(2H)-dione). As a reaction SMILES: [CH:1]1[CH:2]=[C:3]2[C:8]3=[C:9]([C:11]([O:13][C:14](=[O:15])[C:7]3=[CH:6][CH:5]=[CH:4]2)=O)[CH:10]=1.[Cl-].[N:17]1([CH2:22][CH2:23][CH2:24][CH2:25][NH2:26])[CH:21]=[CH:20][N:19]=[CH:18]1>>[N:17]1([CH2:22][CH2:23][CH2:24][CH2:25][N:26]2[C:11](=[O:13])[C:9]3[CH:10]=[CH:1][CH:2]=[C:3]4[C:8]=3[C:7](=[CH:6][CH:5]=[CH:4]4)[C:14]2=[O:15])[CH:21]=[CH:20][N:19]=[CH:18]1. Reported procedure: A mixture of 3.0 g of 1,8-naphthalic anhydride, 50 ml of methyline chloride and 2.1 g of 1H-imidazole-1- butanamine was stirred at room temperature for 20 hours. The insoluble product was isolated by filtration, washed with methlene chloride and then ether and dried in vacuo. The solid was placed in a round-bottom flask and immersed in an oil bath at 150° C., and the temperature was increased over a 45 minute period to 165° C. The reaction mixture was allowed to cool and the residue was triturat...